Dataset: the Open Reaction Database (ORD), a public repository of structured organic reaction records. Task: describe an organic reaction: reactants, conditions, products, and yield Run in CN1C(CCC1)=O (1-methyl-2-pyrrolidinone), O (water), C(C)(=O)OCC (ethyl acetate). Reactants: BrC1=C(C=C(C=C1)S(=O)(=O)NC1=NC(=CC=C1)Br)F (4-Bromo-N-(6-bromo-2-pyridinyl)-3-fluorobenzenesulfonamide), C[C@@H]1N[C@@H](CNC1)C (cis-2,6-dimethylpiperazine). Reported procedure: A solution of 4-bromo-N-(6-bromo-2-pyridinyl)-3-fluorobenzenesulfonamide (D1) (300 mg, 0.73 mmol) and cis-2,6-dimethylpiperazine (600 mg, 5.4 mmol) in 1-methyl-2-pyrrolidinone (5 ml) and water (0.5 ml) was microwaved at 200° C. for 2000 sec. The reaction mixture was diluted with ethyl acetate (20 ml) and washed with water (3×10 ml). The organic phase was dried and evaporated. Purification by column chromatography eluting with 5% methanol in dichloromethane afforded the title compound (D2), MS (E... RXN SMILES: [Br:1][C:2]1[CH:7]=[CH:6][C:5]([S:8]([NH:11][C:12]2[CH:17]=[CH:16][CH:15]=[C:14](Br)[N:13]=2)(=[O:10])=[O:9])=[CH:4][C:3]=1[F:19].[CH3:20][C@H:21]1[CH2:26][NH:25][CH2:24][C@@H:23]([CH3:27])[NH:22]1>CN1CCCC1=O.O.C(OCC)(=O)C>[Br:1][C:2]1[CH:7]=[CH:6][C:5]([S:8]([NH:11][C:12]2[CH:17]=[CH:16][CH:15]=[C:14]([N:25]3[CH2:24][C@H:23]([CH3:27])[NH:22][C@H:21]([CH3:20])[CH2:26]3)[N:13]=2)(=[O:10])=[O:9])=[CH:4][C:3]=1[F:19]. The product is BrC1=C(C=C(C=C1)S(=O)(=O)NC1=NC(=CC=C1)N1C[C@H](N[C@H](C1)C)C)F (4-Bromo-N-(6-[cis-3,5-dimethyl-1-piperazinyl]-2-pyridinyl)-3-fluorobenzenesulfonamide).